This data is from the Open Reaction Database (ORD), a public repository of structured organic reaction records. The task is: describe an organic reaction: reactants, conditions, products, and yield The reactants are CC(C)([O-])C.[K+] (Potassium tert-butoxide), C1COCCOCCOCCOCCOCCO1 (18-crown-6), C(C)OC1=CC=C2C=CNC2=C1 (6-Ethoxyindole), BrCC(=O)OC (methyl bromoacetate). Solvent: O (water), CCOCC (ether), CCOCC (ether). Run at time 0.5 hour. The product is COC(CN1C=CC2=CC=C(C=C12)OCC)=O (methyl(6-ethoxyindol-1-yl)acetate). Isolated yield 96.8%. As a reaction SMILES: CC(C)([O-])C.[K+].C1OCCOCCOCCOCCOCCOC1.[CH2:25]([O:27][C:28]1[CH:36]=[C:35]2[C:31]([CH:32]=[CH:33][NH:34]2)=[CH:30][CH:29]=1)[CH3:26].Br[CH2:38][C:39]([O:41][CH3:42])=[O:40]>CCOCC.O>[CH3:42][O:41][C:39](=[O:40])[CH2:38][N:34]1[C:35]2[C:31](=[CH:30][CH:29]=[C:28]([O:27][CH2:25][CH3:26])[CH:36]=2)[CH:32]=[CH:33]1 |f:0.1|. Procedure details: Potassium tert-butoxide (0.77 g, 6.9 mmol) was stirred with dry ether (50 ml) containing 18-crown-6 (0.164 g, 0.62 mmol). 6-Ethoxyindole (1.0 g, 6.2 mmol) was added portionwise over 15 minutes at room temperature. This was stirred for 1/2 hour then cooled to 0° C. when methyl bromoacetate (0.65 ml, 6.9 mmol) in ether (5 ml) was added dropwise. The reaction mixture was stirred for 16 hours at room temperature then poured into water (150 ml) and extracted with ether (2×100 ml). The extracts were w... Starting materials: C(C)(=O)NC1=CSC=C1C(=O)O (3-acetamidothiophene-4-carboxylic acid), C(C)(=O)OC(C)=O (acetic anhydride), C(C)(=O)[O-].[Na+] (sodium acetate). The solvent is O1CCOCC1 (dioxane). Product: CC=1OC(C=2C(N1)=CSC2)=O (2-methyl-thieno[3,4-d][1,3]oxazin-4-one). Yield: 96.1%. RXN SMILES: [C:1]([NH:4][C:5]1[C:9]([C:10]([OH:12])=[O:11])=[CH:8][S:7][CH:6]=1)(=O)[CH3:2].C(OC(=O)C)(=O)C.C([O-])(=O)C.[Na+]>O1CCOCC1>[CH3:2][C:1]1[O:12][C:10](=[O:11])[C:9]2[C:5](=[CH:6][S:7][CH:8]=2)[N:4]=1 |f:2.3|. Reported procedure: A mixture of 3-acetamidothiophene-4-carboxylic acid (1.6 g, 8.65 mmol), dioxane (40 mL), acetic anhydride (10.2 mL, 86.5 mmol), and sodium acetate (0.75 g, 9.08 mmol) was refluxed overnight. The reaction was cooled and concentrated. The residue was partitioned between ethyl acetate and water. Phases were separated and the aqueous layer was extracted with ethyl acetate. The combined organic layer was washed with water and brine, dried over sodium sulfate, and concentrated to afford 1.39 g (96%) o... The reactants are CC(C)(C)OC(=O)OC(C)(C)C, O=C([O-])O, CCOC(C)=O, Cc1ccc(O)c(N)c1, [Na+], C1COCCO1. Product: Cc1ccc(O)c(NC(=O)OC(C)(C)C)c1. As a reaction SMILES: [C:10]([CH3:11])([CH3:12])([CH3:13])[O:14][C:15]([O:16][C:18]([CH3:19])([CH3:20])[CH3:21])=[O:17].[C:22](=[O:23])([OH:24])[O-:25].[CH3:33][CH2:34][O:35][C:36](=[O:37])[CH3:38].[NH2:1][c:2]1[c:3]([OH:9])[cH:4][cH:5][c:6]([CH3:8])[cH:7]1.[Na+:26].[O:27]1[CH2:28][CH2:29][O:30][CH2:31][CH2:32]1>>[NH:1]([c:2]1[c:3]([OH:9])[cH:4][cH:5][c:6]([CH3:8])[cH:7]1)[C:15]([O:14][C:10]([CH3:11])([CH3:12])[CH3:13])=[O:16]. Reactants: C(CC)N(C=1C(=NC2=CC=C(C=C2N1)C(=O)OC)C1=CC=C(C=C1)F)CCC (methyl 3-(dipropylamino)-2-(4-fluorophenyl)quinoxaline-6-carboxylate), [OH-].[Na+] (sodium hydroxide). The solvent is CO (methanol), O (water). Reaction conditions: time 8 hour. Product: C(CC)N(C=1C(=NC2=CC=C(C=C2N1)C(=O)O)C1=CC=C(C=C1)F)CCC (3-(dipropylamino)-2-(4-fluorophenyl)quinoxaline-6-carboxylic acid). Yield: 46.9%. RXN SMILES: [CH2:1]([N:4]([CH2:26][CH2:27][CH3:28])[C:5]1[C:6]([C:19]2[CH:24]=[CH:23][C:22]([F:25])=[CH:21][CH:20]=2)=[N:7][C:8]2[C:13]([N:14]=1)=[CH:12][C:11]([C:15]([O:17]C)=[O:16])=[CH:10][CH:9]=2)[CH2:2][CH3:3].[OH-].[Na+]>CO.O>[CH2:26]([N:4]([CH2:1][CH2:2][CH3:3])[C:5]1[C:6]([C:19]2[CH:20]=[CH:21][C:22]([F:25])=[CH:23][CH:24]=2)=[N:7][C:8]2[C:13]([N:14]=1)=[CH:12][C:11]([C:15]([OH:17])=[O:16])=[CH:10][CH:9]=2)[CH2:27][CH3:28] |f:1.2|. Procedure: To a solution of methyl 3-(dipropylamino)-2-(4-fluorophenyl)quinoxaline-6-carboxylate (50 mg, 0.13 mmol) in methanol (15 mL) was added a solution of sodium hydroxide (10 mg, 0.25 mmol) in water (1 mL). The resulting solution was stirred overnight at room temperature and then concentrated in vacuo. The residue was dissolved in water (20 mL) and adjusted to pH 5 with hydrochloric acid (3N). The resulting solution was extracted with dichloromethane (4×20 mL), and the organic layers combined, dried ... The reactants are S(O)(O)(=O)=O (sulfuric acid), ClC1=C(C(=CC=C1)Cl)C(C#N)NC1=CC2=CC=CC=C2C=C1 (2,6-dichloro-α-[(2-naphthalenyl)amino]benzeneacetonitrile). Reaction conditions: time 8 hour. Yields the product 11.3, ClC1=C(C(=CC=C1)Cl)C(C(=O)N)NC1=CC2=CC=CC=C2C=C1 (2,6-dichloro-α-[(2-naphthalenyl)amino]benzeneacetamide). RXN SMILES: S(=O)(=O)(O)[OH:2].[Cl:6][C:7]1[CH:12]=[CH:11][CH:10]=[C:9]([Cl:13])[C:8]=1[CH:14]([NH:17][C:18]1[CH:27]=[CH:26][C:25]2[C:20](=[CH:21][CH:22]=[CH:23][CH:24]=2)[CH:19]=1)[C:15]#[N:16]>>[Cl:6][C:7]1[CH:12]=[CH:11][CH:10]=[C:9]([Cl:13])[C:8]=1[CH:14]([NH:17][C:18]1[CH:27]=[CH:26][C:25]2[C:20](=[CH:21][CH:22]=[CH:23][CH:24]=2)[CH:19]=1)[C:15]([NH2:16])=[O:2]. Reported procedure: To 360 parts of concentrated sulfuric acid are added portionwise 30 parts of 2,6-dichloro-α-[(2-naphthalenyl)amino]benzeneacetonitrile and the whole is stirred till all solid enters solution. The reaction solution is allowed to stand overnight at room temperature and then poured onto 1000 parts of crushed ice. The precipitated product is filtered off and extracted with 1500 parts of chloroform. The organic phase is washed with water, dried, filtered and evaporated. The oily residue solidifies on...